This data is from the Open Reaction Database (ORD), a public repository of structured organic reaction records. The task is: describe an organic reaction: reactants, conditions, products, and yield The reactants are C1CCOC1, COC(=O)c1ccc2c(c1)OCC2(C)c1ccc2c(c1)C1(C)C3(C)CCC(C3)C1(C)O2, CO, [Li+], [Na+], [OH-], [OH-], O. Product: CC1(c2ccc3c(c2)C2(C)C4(C)CCC(C4)C2(C)O3)COc2cc(C(=O)O)ccc21. As a reaction SMILES: [CH2:38]1[O:39][CH2:40][CH2:41][CH2:42]1.[CH3:1][C:2]1([c:15]2[cH:16][cH:17][c:18]3[c:19]([cH:31]2)[C:20]2([CH3:30])[C:21]([CH3:29])([O:22]3)[CH:23]3[CH2:24][CH2:25][C:26]2([CH3:28])[CH2:27]3)[CH2:3][O:4][c:5]2[c:6]1[cH:7][cH:8][c:9]([C:11](=[O:12])[O:13][CH3:14])[cH:10]2.[CH3:36][OH:37].[Li+:34].[Na+:33].[OH-:32].[OH-:35].[OH2:43]>>[CH3:1][C:2]1([c:15]2[cH:16][cH:17][c:18]3[c:19]([cH:31]2)[C:20]2([CH3:30])[C:21]([CH3:29])([O:22]3)[CH:23]3[CH2:24][CH2:25][C:26]2([CH3:28])[CH2:27]3)[CH2:3][O:4][c:5]2[c:6]1[cH:7][cH:8][c:9]([C:11](=[O:12])[OH:13])[cH:10]2. Starting materials: CN(C)C=O (DMF), ClC1=NC(=CN=C1)N1CCC(CC1)(F)F (2-chloro-6-(4,4-difluoropiperidin-1-yl)pyrazine), (Me3Sn)2, IC1=CN(C2=CC=C(C=C12)C1=NN=C(O1)NCC1=CC=C(C=C1)OC)S(=O)(=O)C1=CC=C(C)C=C1 (5-(3-iodo-1-tosyl-1H-indol-5-yl)-N-(4-methoxybenzyl)-1,3,4-oxadiazol-2-amine). The reagents and catalysts are [Cu]I (CuI), C=1C=CC(=CC1)[P](C=2C=CC=CC2)(C=3C=CC=CC3)[Pd]([P](C=4C=CC=CC4)(C=5C=CC=CC5)C=6C=CC=CC6)([P](C=7C=CC=CC7)(C=8C=CC=CC8)C=9C=CC=CC9)[P](C=1C=CC=CC1)(C=1C=CC=CC1)C=1C=CC=CC1 (Pd(PPh3)4), C=1C=CC(=CC1)[P](C=2C=CC=CC2)(C=3C=CC=CC3)[Pd]([P](C=4C=CC=CC4)(C=5C=CC=CC5)C=6C=CC=CC6)([P](C=7C=CC=CC7)(C=8C=CC=CC8)C=9C=CC=CC9)[P](C=1C=CC=CC1)(C=1C=CC=CC1)C=1C=CC=CC1 (Pd(PPh3)4). The solvent is CC(=O)C (acetone), CCOC(=O)C (EtOAc), O1CCOCC1 (p-dioxane). Reaction conditions: temperature 125 celsius. Yields the product FC1(CCN(CC1)C1=CN=CC(=N1)C1=CN(C2=CC=C(C=C12)C1=NN=C(O1)NCC1=CC=C(C=C1)OC)S(=O)(=O)C1=CC=C(C)C=C1)F (5-(3-(6-(4,4-difluoropiperidin-1-yl)pyrazin-2-yl)-1-tosyl-1H-indol-5-yl)-N-(4-methoxybenzyl)-1,3,4-oxadiazol-2-amine). Isolated yield 85.8%. As a reaction SMILES: Cl[C:2]1[CH:7]=[N:6][CH:5]=[C:4]([N:8]2[CH2:13][CH2:12][C:11]([F:15])([F:14])[CH2:10][CH2:9]2)[N:3]=1.I[C:17]1[C:25]2[C:20](=[CH:21][CH:22]=[C:23]([C:26]3[O:30][C:29]([NH:31][CH2:32][C:33]4[CH:38]=[CH:37][C:36]([O:39][CH3:40])=[CH:35][CH:34]=4)=[N:28][N:27]=3)[CH:24]=2)[N:19]([S:41]([C:44]2[CH:50]=[CH:49][C:47]([CH3:48])=[CH:46][CH:45]=2)(=[O:43])=[O:42])[CH:18]=1.CN(C=O)C>O1CCOCC1.CC(C)=O.CCOC(C)=O.C1C=CC([P]([Pd]([P](C2C=CC=CC=2)(C2C=CC=CC=2)C2C=CC=CC=2)([P](C2C=CC=CC=2)(C2C=CC=CC=2)C2C=CC=CC=2)[P](C2C=CC=CC=2)(C2C=CC=CC=2)C2C=CC=CC=2)(C2C=CC=CC=2)C2C=CC=CC=2)=CC=1.[Cu]I>[F:14][C:11]1([F:15])[CH2:12][CH2:13][N:8]([C:4]2[N:3]=[C:2]([C:17]3[C:25]4[C:20](=[CH:21][CH:22]=[C:23]([C:26]5[O:30][C:29]([NH:31][CH2:32][C:33]6[CH:34]=[CH:35][C:36]([O:39][CH3:40])=[CH:37][CH:38]=6)=[N:28][N:27]=5)[CH:24]=4)[N:19]([S:41]([C:44]4[CH:45]=[CH:46][C:47]([CH3:48])=[CH:49][CH:50]=4)(=[O:43])=[O:42])[CH:18]=3)[CH:7]=[N:6][CH:5]=2)[CH2:9][CH2:10]1 |^1:75,77,96,115|. Procedure details: A glass microwave reaction vessel was charged with 2-chloro-6-(4,4-difluoropiperidin-1-yl)pyrazine (300 mg, 1.28 mmol) and (Me3Sn)2 (0.32 mL, 1.54 mmol) in p-dioxane (2.5 mL) followed by Pd(PPh3)4 (60 mg, 0.05 mmol). The reaction was heated in a microwave reactor (Personal Chemistry, Biotage AB, Inc., Uppsala, Sweden) at 125° C. for 30 min. The mixture was cooled to RT and 5-(3-iodo-1-tosyl-1H-indol-5-yl)-N-(4-methoxybenzyl)-1,3,4-oxadiazol-2-amine (0.615 g, 1.024 mmol) was added followed by DMF... Yields the product CCOC(=O)C(=Cc1cc2cc(C#N)ccc2o1)c1ccc(OC(C)=O)cc1. The reactants are N#Cc1ccc2oc(C[P+](c3ccccc3)(c3ccccc3)c3ccccc3)cc2c1, CCOC(=O)C(=O)c1ccc(OC(C)=O)cc1, CCO, [Cl-], C1CCOC1. As a reaction SMILES: [C:2](#[N:3])[c:4]1[cH:5][cH:6][c:7]2[c:8]([cH:9][c:10]([CH2:12][P+:13]([c:14]3[cH:15][cH:16][cH:17][cH:18][cH:19]3)([c:20]3[cH:21][cH:22][cH:23][cH:24][cH:25]3)[c:26]3[cH:27][cH:28][cH:29][cH:30][cH:31]3)[o:11]2)[cH:32]1.[C:33]([CH3:34])(=[O:35])[O:36][c:37]1[cH:38][cH:39][c:40]([C:43]([C:44](=[O:45])[O:46][CH2:47][CH3:48])=[O:49])[cH:41][cH:42]1.[CH3:55][CH2:56][OH:57].[Cl-:1].[O:50]1[CH2:51][CH2:52][CH2:53][CH2:54]1>>[C:2](#[N:3])[c:4]1[cH:5][cH:6][c:7]2[c:8]([cH:9][c:10]([CH:12]=[C:43]([c:40]3[cH:39][cH:38][c:37]([O:36][C:33]([CH3:34])=[O:35])[cH:42][cH:41]3)[C:44](=[O:45])[O:46][CH2:47][CH3:48])[o:11]2)[cH:32]1. The reactants are C(=O)C1=CC(=C(C=C1)NC(C)=O)C#CCCO (N-[4-formyl-2-(4-hydroxy-but-1-ynyl)-phenyl]-acetamide), CCCC[N+](CCCC)(CCCC)CCCC.[F-] (TBAF). Solvent: C1CCOC1 (THF), C1CCOC1 (THF). Product: OCCC=1NC2=CC=C(C=C2C1)C=O (2-(2-hydroxy-ethyl)-1H-indole-5-carbaldehyde). As a reaction SMILES: [CH:1]([C:3]1[CH:8]=[CH:7][C:6]([NH:9]C(=O)C)=[C:5]([C:13]#[C:14][CH2:15][CH2:16][OH:17])[CH:4]=1)=[O:2].CCCC[N+](CCCC)(CCCC)CCCC.[F-]>C1COCC1>[OH:17][CH2:16][CH2:15][C:14]1[NH:9][C:6]2[C:5]([CH:13]=1)=[CH:4][C:3]([CH:1]=[O:2])=[CH:8][CH:7]=2 |f:1.2|. Procedure: To a solution of N-[4-formyl-2-(4-hydroxy-but-1-ynyl)-phenyl]-acetamide (0.85 g, approximately 2.80 mmol) in THF (20 mL) was added a THF solution of TBAF (6.0 mL, 6.0 mmol) and the reaction mixture was stirred at reflux for 36 hours under nitrogen and cooled to room temperature. Solvent was evaporated and the residue was taken in ethyl acetate (200 mL). The organic phase was washed with water (2×100 mL), brine (100 mL) and dried over anhydrous Na2SO4. Solvent was evaporated; crude compound was p... The reactants are [BH4-], CC(C)(C)[SiH2]OC(C)(C)c1cc(C=O)ccc1Cl, CO, NCC(F)F, [Na+]. Yields the product CC(C)(C)[SiH2]OC(C)(C)c1cc(CNCC(F)F)ccc1Cl. As a reaction SMILES: [BH4-:24].[C:6]([CH3:7])([CH3:8])([CH3:9])[SiH2:10][O:11][C:12]([c:13]1[cH:14][c:15]([CH:16]=[O:17])[cH:18][cH:19][c:20]1[Cl:21])([CH3:22])[CH3:23].[CH3:26][OH:27].[F:1][CH:2]([CH2:3][NH2:4])[F:5].[Na+:25]>>[F:1][CH:2]([CH2:3][NH:4][CH2:16][c:15]1[cH:14][c:13]([C:12]([O:11][SiH2:10][C:6]([CH3:7])([CH3:8])[CH3:9])([CH3:22])[CH3:23])[c:20]([Cl:21])[cH:19][cH:18]1)[F:5]. Starting materials: NC1=C(C=CC(=C1)Br)NC(CCCCCCC(=O)OC)=O (methyl 8-(2-amino-4-bromophenylamino)-8-oxooctanoate), C(C)(=O)O (acetic acid). Solvent: C1(=CC=CC=C1)C (toluene). Conditions: temperature 110 celsius. The product is BrC1=CC2=C(NC(=N2)CCCCCCC(=O)OC)C=C1 (methyl 7-(5-bromo-1H-benzimidazol-2-yl)heptanoate). Yield: 84.3%. Reaction SMILES: [NH2:1][C:2]1[CH:7]=[C:6]([Br:8])[CH:5]=[CH:4][C:3]=1[NH:9][C:10](=O)[CH2:11][CH2:12][CH2:13][CH2:14][CH2:15][CH2:16][C:17]([O:19][CH3:20])=[O:18].C(O)(=O)C>C1(C)C=CC=CC=1>[Br:8][C:6]1[CH:5]=[CH:4][C:3]2[NH:9][C:10]([CH2:11][CH2:12][CH2:13][CH2:14][CH2:15][CH2:16][C:17]([O:19][CH3:20])=[O:18])=[N:1][C:2]=2[CH:7]=1. Reported procedure: To a solution of methyl 8-(2-amino-4-bromophenylamino)-8-oxooctanoate (140 mg, 0.395 mmol) in toluene was added a drop of acetic acid. The reaction was heated to 110° C. overnight and concentrated. The residue was purified by biotage column chromatography to give methyl 7-(5-bromo-1H-benzimidazol-2-yl)heptanoate (113 mg) Starting materials: [Si](C)(C)(C(C)(C)C)OC1=C(C=C(C=C1C)C(CP(OCC)(OCC)=O)NC=1C=NC=CC1)OC (diethyl β-(4-t-butyldimethylsilyloxy-3-methoxy-5-methylphenyl)-β-[N-(3-pyridyl)-amino]-ethylphosphonate), O.O.O.[F-].C(CCC)[N+](CCCC)(CCCC)CCCC (tetrabutylammonium fluoride trihydrate), C(C)(=O)O (acetic acid). The solvent is C1CCOC1 (THF). Run at temperature 20 celsius, time 3 hour. Product: OC1=C(C=C(C=C1C)C(CP(OCC)(OCC)=O)NC=1C=NC=CC1)OC (Diethyl β-(4-hydroxy-3-methoxy-5-methylphenyl)-β-[N-(3-pyridyl)-amino]-ethylphosphonate). Isolated yield 38.0%. As a reaction SMILES: C(O)(=O)C.[Si]([O:12][C:13]1[C:18]([CH3:19])=[CH:17][C:16]([CH:20]([NH:30][C:31]2[CH:32]=[N:33][CH:34]=[CH:35][CH:36]=2)[CH2:21][P:22](=[O:29])([O:26][CH2:27][CH3:28])[O:23][CH2:24][CH3:25])=[CH:15][C:14]=1[O:37][CH3:38])(C(C)(C)C)(C)C.O.O.O.[F-].C([N+](CCCC)(CCCC)CCCC)CCC>C1COCC1>[OH:12][C:13]1[C:18]([CH3:19])=[CH:17][C:16]([CH:20]([NH:30][C:31]2[CH:32]=[N:33][CH:34]=[CH:35][CH:36]=2)[CH2:21][P:22](=[O:29])([O:26][CH2:27][CH3:28])[O:23][CH2:24][CH3:25])=[CH:15][C:14]=1[O:37][CH3:38] |f:2.3.4.5.6|. Procedure details: Glacial acetic acid (130 ml) was added to 500 ml of a THF solution containing a mixture of diethyl β-(4-t-butyldimethylsilyloxy-3-methoxy-5-methylphenyl)-β-[N-(3-pyridyl)-amino]-ethylphosphonate (90.5 g, 0.18 mol) and tetrabutylammonium fluoride trihydrate (TBAF) (224.5 g, 0.71 mol). After stirring at 20° C. for 3 h a GLC test showed that the Tbs protected compound has entirely reacted. The reaction mixture was extracted with dichloromethane, the organic phase was washed with a saturated bicarbo... The reactants are C(C)(C)(C)OC(=O)N1[C@@H](CCC1)C(COC1=CC2=C(C=C1)OCO2)O ((2S)1-(tert-butoxycarbonyl)-2-{1-hydroxy-2-[(3,4-methylenedioxy)phenoxy]ethyl} pyrrolidine), C(C)(C)(C)OC(=O)N1[C@H](C(=O)O)CCC1 (N-(tert-butoxycarbonyl)-L-proline). Product: C(C)(C)(C)OC(=O)N1[C@H](C(=O)N2[C@@H](CCC2)C(COC2=CC3=C(C=C2)OCO3)O)CCC1 ((2S)-1-[N-(tert-Butoxycarbonyl)-L-prolyl]-2-{1-hydroxy-2-[(3,4-methylenedioxy)phenoxy]ethyl} pyrrolidine). Yield: 68.1%. As a reaction SMILES: C(O[C:6]([N:8]1[CH2:12][CH2:11][CH2:10][C@H:9]1[CH:13]([OH:25])[CH2:14][O:15][C:16]1[CH:21]=[CH:20][C:19]2[O:22][CH2:23][O:24][C:18]=2[CH:17]=1)=[O:7])(C)(C)C.[C:26]([O:30][C:31]([N:33]1[CH2:40][CH2:39][CH2:38][C@H:34]1C(O)=O)=[O:32])([CH3:29])([CH3:28])[CH3:27]>>[C:26]([O:30][C:31]([N:33]1[CH2:40][CH2:39][CH2:38][C@H:34]1[C:6]([N:8]1[CH2:12][CH2:11][CH2:10][C@H:9]1[CH:13]([OH:25])[CH2:14][O:15][C:16]1[CH:21]=[CH:20][C:19]2[O:22][CH2:23][O:24][C:18]=2[CH:17]=1)=[O:7])=[O:32])([CH3:29])([CH3:27])[CH3:28]. Reported procedure: By the same procedure as in Example 26-D), while using (2S)1-(tert-butoxycarbonyl)-2-{1-hydroxy-2-[(3,4-methylenedioxy)phenoxy]ethyl} pyrrolidine (2.38 g) and N-(tert-butoxycarbonyl)-L-proline (1.60 g), there was obtained 2.07 g of the title compound. The reactants are CO, Cl, COC(=O)C(NC(=O)C(C)N)C1CC1, N. The product is CC1NC(=O)C(C2CC2)NC1=O. As a reaction SMILES: [CH3:17][OH:18].[ClH:1].[NH2:2][CH:3]([CH3:4])[C:5](=[O:6])[NH:7][CH:8]([C:9](=[O:10])[O:11][CH3:12])[CH:13]1[CH2:14][CH2:15]1.[NH3:16]>>[NH:2]1[CH:3]([CH3:4])[C:5](=[O:6])[NH:7][CH:8]([CH:13]2[CH2:14][CH2:15]2)[C:9]1=[O:10].